Task: describe an organic reaction: reactants, conditions, products, and yield. Dataset: the Open Reaction Database (ORD), a public repository of structured organic reaction records Starting materials: C([O-])(O)=O.[Na+] (sodium bicarbonate), ClC(=O)OCC1=CC=CC=C1 (benzyl chloroformate), O1CCCC1 (tetrahydrofuran), FC=1C=C(C=C(C1F)F)[C@@H]1COC[C@@H](N1)[C@@H](C)O ((R)-1-[(3R,5R)-5-(3,4,5-trifluorophenyl)morpholin-3-yl]ethanol), ClC(=O)OCC1=CC=CC=C1 (benzyl chloroformate). Solvent: C(C)(=O)OCC (ethyl acetate), O (Water). Run at time 16 hour. Yields the product C(C1=CC=CC=C1)OC(=O)N1[C@H](COC[C@H]1C1=CC(=C(C(=C1)F)F)F)[C@@H](C)O ((3R,5R)-3-((R)-1-hydroxyethyl)-5-(3,4,5-trifluorophenyl)morpholin-4-carboxylic acid benzyl ester). As a reaction SMILES: C(=O)(O)[O-].[Na+].Cl[C:7]([O:9][CH2:10][C:11]1[CH:16]=[CH:15][CH:14]=[CH:13][CH:12]=1)=[O:8].O1CCCC1.[F:22][C:23]1[CH:24]=[C:25]([C@H:31]2[NH:36][C@@H:35]([C@H:37]([OH:39])[CH3:38])[CH2:34][O:33][CH2:32]2)[CH:26]=[C:27]([F:30])[C:28]=1[F:29]>C(OCC)(=O)C.O>[CH2:10]([O:9][C:7]([N:36]1[C@H:31]([C:25]2[CH:24]=[C:23]([F:22])[C:28]([F:29])=[C:27]([F:30])[CH:26]=2)[CH2:32][O:33][CH2:34][C@@H:35]1[C@H:37]([OH:39])[CH3:38])=[O:8])[C:11]1[CH:16]=[CH:15][CH:14]=[CH:13][CH:12]=1 |f:0.1|. Procedure: Saturated sodium bicarbonate aqueous solution (20 mL) and benzyl chloroformate (1.31 mL) were added to a tetrahydrofuran (20 mL) solution of (R)-1-[(3R,5R)-5-(3,4,5-trifluorophenyl)morpholin-3-yl]ethanol (2 g). After stirring the reaction solution for 16 hours at room temperature, additional benzyl chloroformate (1.33 mL) was added, and the resultant was further stirred for 20 hours. Water and ethyl acetate were added, and the organic layer was partitioned. The organic layer was washed with brin... The reactants are CS(=O)(=O)OCCC1=CC=C(C=C1)OS(=O)(=O)C (Methanesulfonic acid 4-(2-methanesulfonyloxy-ethyl)-phenyl ester), C(C)(=S)O (thioacetic acid), C(C)(=S)O (Thioacetic acid), C(=O)([O-])[O-].[Cs+].[Cs+] (Cs2CO3), CCOC(=O)C (EtOAc). The solvent is CN(C)C=O (DMF), [Cl-].[Na+].O (brine), CO (MeOH), CO (MeOH). Conditions: time 4 hour. The product is CS(=O)(=O)OC1=CC=C(C=C1)CCSC(C)=O (Thioacetic acid S-[2-(4-methanesulfonyloxy-phenyl)-ethyl]ester). As a reaction SMILES: [C:1]([OH:4])(=[S:3])[CH3:2].C([O-])([O-])=O.[Cs+].[Cs+].CS(O[CH2:16][CH2:17][C:18]1[CH:23]=[CH:22][C:21]([O:24][S:25]([CH3:28])(=[O:27])=[O:26])=[CH:20][CH:19]=1)(=O)=O.CCOC(C)=O>CO.CN(C=O)C.[Cl-].[Na+].O>[CH3:28][S:25]([O:24][C:21]1[CH:22]=[CH:23][C:18]([CH2:17][CH2:16][S:3][C:1](=[O:4])[CH3:2])=[CH:19][CH:20]=1)(=[O:27])=[O:26] |f:1.2.3,8.9.10|. Procedure: Thioacetic acid (0.28 g, 3.73 mmol) was dissolved in anhydrous MeOH (3 mL) and Cs2CO3 (1.10 g, 3.39 mmol) was added. After 15 min. stirring at room temperature the MeOH evaporated under reduced pressure and the remaining oil was redissolved in anhydrous DMF (3 ml). Methanesulfonic acid 4-(2-methanesulfonyloxy-ethyl)-phenyl ester (1.00 g, 3.39 mmol), dissolved in anhydrous DMF (2 mL) was added dropwise and the reaction was stirred at room temperature for 4 h. Additional thioacetic acid (0.14 g, 1...